This data is from the Open Reaction Database (ORD), a public repository of structured organic reaction records. The task is: describe an organic reaction: reactants, conditions, products, and yield Yields the product CNC=1C(=C2C=CC=NC2=C(C1)C)[N+](=O)[O-] (N,8-dimethyl-5-nitroquinolin-6-amine). The reactants are ClC=1C(=C2C=CC=NC2=C(C1)C)[N+](=O)[O-] (6-chloro-8-methyl-5-nitroquinoline), CN (methanamine). Procedure: A mixture of 6-chloro-8-methyl-5-nitroquinoline (420 mg, 1.9 mmol) in methanamine as a solution in ethyl alcohol (30 mL) was heated to 80° C. and stirred for 1 h. After concentration under reduced pressure, the reaction mixture was extracted with DCM (50 mL). The organic layer was washed with water (20 mL×2), dried over Na2SO4, and concentrated under reduced pressure to give 410 mg of N,8-dimethyl-5-nitroquinolin-6-amine as a yellow solid. MS (ESI): m/z 218 [M+H]+. Solvent: C(C)O (ethyl alcohol). Conditions: temperature 80 celsius, time 1 hour. As a reaction SMILES: Cl[C:2]1[C:3]([N+:13]([O-:15])=[O:14])=[C:4]2[C:9](=[C:10]([CH3:12])[CH:11]=1)[N:8]=[CH:7][CH:6]=[CH:5]2.[CH3:16][NH2:17]>C(O)C>[CH3:16][NH:17][C:2]1[C:3]([N+:13]([O-:15])=[O:14])=[C:4]2[C:9](=[C:10]([CH3:12])[CH:11]=1)[N:8]=[CH:7][CH:6]=[CH:5]2. Reactants: Cl(=O)(=O)(=O)O (perchloric acid), C([O-])(O)=O.[Na+] (sodium bicarbonate), CN1C(=O)N(C=2N=CN(C2C1=O)CCCCC1CO1)C (1,3-dimethyl-7-(5,6-epoxyhexyl)xanthine), COCCOC (ethylene glycol dimethyl ether). Run in mixture, O (water). Run at time 16 hour. The product is CN1C(=O)N(C=2N=CN(C2C1=O)CCCCC(CO)O)C (1,3-Dimethyl-7-(5,6-dihydroxyhexyl)xanthine). As a reaction SMILES: Cl(O)(=O)(=O)=O.[CH3:6][N:7]1[C:16](=[O:17])[C:15]2[N:14]([CH2:18][CH2:19][CH2:20][CH2:21][CH:22]3[O:24][CH2:23]3)[CH:13]=[N:12][C:11]=2[N:10]([CH3:25])[C:8]1=[O:9].C[O:27]CCOC.C(=O)(O)[O-].[Na+]>O>[CH3:6][N:7]1[C:16](=[O:17])[C:15]2[N:14]([CH2:18][CH2:19][CH2:20][CH2:21][CH:22]([OH:24])[CH2:23][OH:27])[CH:13]=[N:12][C:11]=2[N:10]([CH3:25])[C:8]1=[O:9] |f:3.4|. Procedure: 0.24 ml of perchloric acid (70% strength) was added dropwise with stirring in 5 minutes to a solution of 3.6 g of 1,3-dimethyl-7-(5,6-epoxyhexyl)xanthine in 280 ml of a mixture of ethylene glycol dimethyl ether and water (volume ratio 3:2) at room temperature. After stirring at room temperature for 16 hours, the mixture was neutralized with sodium bicarbonate solution and evaporated under reduced pressure. The residue was purified by column chromatography on silica gel (mobile phase: chloroform/... Reactants: [Na] (sodium), C(C)Br (ethyl bromide), C1(=CC=CC=C1)C(C1=CC=NC=C1)C1=CC=CC=C1 (4-diphenylmethyl pyridine), N (ammonia), ferric nitrate, N (ammonia). Solvent: CCOCC (ether), CCOCC (ether), O (water). Conditions: time 20 minute. Yields the product C1(=CC=CC=C1)C(CC)(C1=CC=CC=C1)C1=CC=NC=C1 (4-(1,1-Diphenylpropyl)-Pyridine). RXN SMILES: [Na].N.[C:3]1([CH:9]([C:16]2[CH:21]=[CH:20][CH:19]=[CH:18][CH:17]=2)[C:10]2[CH:15]=[CH:14][N:13]=[CH:12][CH:11]=2)[CH:8]=[CH:7][CH:6]=[CH:5][CH:4]=1.[CH2:22](Br)[CH3:23]>O.CCOCC>[C:3]1([C:9]([C:10]2[CH:11]=[CH:12][N:13]=[CH:14][CH:15]=2)([C:16]2[CH:21]=[CH:20][CH:19]=[CH:18][CH:17]=2)[CH2:22][CH3:23])[CH:4]=[CH:5][CH:6]=[CH:7][CH:8]=1 |^1:0|. Procedure: Dissolve 2.5 g. of sodium in 500 ml. of liquid ammonia in the presence of a catalytic amount of ferric nitrate. Add dropwise to the resulting suspension over a 20 minute interval a solution containing 24.5 g. of 4-diphenylmethyl pyridine in 600 ml. of ether. Stir the resulting dark red mixture for an additional 20 minutes, then add 13 g. of ethyl bromide dropwise. Add an additional 500 ml. of ammonia, stir overnight, then add 300 ml. of ether followed by 150 ml. of water. Separate the solvent la... The reactants are [O-]CC.[Na+] (sodium ethoxide), thiocarboxylate alkoxysilane, alcohol, S1C(=CC=C1)CC(=O)O (thiolacetic acid), N#N (N2), ClCCC[Si](OCC)(OCC)OCC (chloropropyltriethoxysilane). The solvent is C(C)O (ethanol), S1C(=CC=C1)C(=O)O (thiolcarboxylic acid). Yields the product C(C)(=O)SCCC[Si](OCC)(OCC)OCC (acetylthiopropyltriethoxysilane). The yield is 78.0%. Reaction SMILES: N#N.[O-:3][CH2:4][CH3:5].[Na+].[S:7]1[CH:11]=[CH:10][CH:9]=C1CC(O)=O.ClCCC[Si:20]([O:27][CH2:28][CH3:29])([O:24][CH2:25][CH3:26])[O:21][CH2:22][CH3:23]>S1C=CC=C1C(O)=O.C(O)C>[C:4]([S:7][CH2:11][CH2:10][CH2:9][Si:20]([O:27][CH2:28][CH3:29])([O:24][CH2:25][CH3:26])[O:21][CH2:22][CH3:23])(=[O:3])[CH3:5] |f:1.2|. Procedure: This example illustrates the preparation of a thiocarboxylate alkoxysilane from a salt of a thiolcarboxylic acid using as a solvent the alcohol corresponding to the silane alkoxy group. Into a 250 ml, 3 neck round bottomed flask equipped with magnetic stir bar, temperature probe/controller, heating mantle, addition funnel, condenser, and N2 inlet was charged 63 grams of a 21 weight percent sodium ethoxide in ethanol. 15 grams of thiolacetic acid was added slowly, keeping the temperature below 65... Starting materials: C1(=CC=CC=C1)B(O)O (Phenylboronic acid), ClC1=NC=C(C(=C1)CC)I (2-chloro-4-ethyl-5-iodopyridine), [O-]P(=O)([O-])[O-].[K+].[K+].[K+] (potassium phosphate tribasic), C1(=CC=CC=C1)C (toluene). Reagents/catalysts: C=1C=CC(=CC1)/C=C/C(=O)/C=C/C2=CC=CC=C2.C=1C=CC(=CC1)/C=C/C(=O)/C=C/C2=CC=CC=C2.C=1C=CC(=CC1)/C=C/C(=O)/C=C/C2=CC=CC=C2.[Pd].[Pd] (tris(dibenzylideneacetone)dipalladium(0)), C1(CCCCC1)P(C1=C(C=CC=C1)C1=C(C=CC=C1OC)OC)C1CCCCC1 (2-dicyclohexylphosphino-2′,6′-dimethoxybiphenyl). Solvent: O (water). Product: C1(=CC=CC=C1)C1=NC=C(C(=C1)CC)C1=CC=CC=C1 (2,5-diphenyl-4-ethylpyridine). Isolated yield 90.9%. RXN SMILES: [C:1]1(B(O)O)[CH:6]=[CH:5][CH:4]=[CH:3][CH:2]=1.Cl[C:11]1[CH:16]=[C:15]([CH2:17][CH3:18])[C:14](I)=[CH:13][N:12]=1.[O-]P([O-])([O-])=O.[K+].[K+].[K+].[C:28]1(C)[CH:33]=[CH:32][CH:31]=[CH:30][CH:29]=1>C1C=CC(/C=C/C(/C=C/C2C=CC=CC=2)=O)=CC=1.C1C=CC(/C=C/C(/C=C/C2C=CC=CC=2)=O)=CC=1.C1C=CC(/C=C/C(/C=C/C2C=CC=CC=2)=O)=CC=1.[Pd].[Pd].C1(P(C2CCCCC2)C2C=CC=CC=2C2C(OC)=CC=CC=2OC)CCCCC1.O>[C:1]1([C:11]2[CH:16]=[C:15]([CH2:17][CH3:18])[C:14]([C:28]3[CH:33]=[CH:32][CH:31]=[CH:30][CH:29]=3)=[CH:13][N:12]=2)[CH:6]=[CH:5][CH:4]=[CH:3][CH:2]=1 |f:2.3.4.5,7.8.9.10.11|. Procedure: Phenylboronic acid (11.0 g, 90 mmol), 2-chloro-4-ethyl-5-iodopyridine (8.00 g, 30 mmol), 2-dicyclohexylphosphino-2′,6′-dimethoxybiphenyl (492 mg, 1.2 mmol), and potassium phosphate tribasic (20.7 g, 90 mmol), 250 mL, of toluene and 25 mL of water were placed in a 1 L round-bottom flask. Nitrogen was bubbled directly into the mixture for 30 min after which tris(dibenzylideneacetone)dipalladium(0) (275 mg, 0.3 mmol) was added. Nitrogen was bubbled for another 15 min, then the reaction mixture was ... The product is COc1ccccc1Cl. The reactants are CC#N, COc1ccccc1, [Cl-], [O-][I+3]([O-])([O-])[O-], [Na+], [Na+], O, O=S(=O)(O)O. As a reaction SMILES: [C:23](#[N:24])[CH3:25].[CH3:1][O:2][c:3]1[cH:4][cH:5][cH:6][cH:7][cH:8]1.[Cl-:10].[I+3:16]([O-:17])([O-:18])([O-:19])[O-:20].[Na+:21].[Na+:9].[OH2:22].[S:11](=[O:12])(=[O:13])([OH:14])[OH:15]>>[CH3:1][O:2][c:3]1[c:4]([Cl:10])[cH:5][cH:6][cH:7][cH:8]1. Procedure: A mixture of 1-(di-p-anisylmethyl)-3-ethenyl-4-p-methoxybenzyloxycarbonyl-2-azetidinone (10 g) and mercuric acetate (6.6 g) in terahydrofuran (40 ml) and water (20 ml) was stirred at room temperature for 5 hours. The reaction mixture was treated with 1N aqueous sodium hydroxide (40 ml) and then sodium borohydride (0.78 g) in 1N aqueous sodium hydroxide (2 ml) at ~0° C. The mixture was acidified with 2N hydrochloric acid, filtered to remove any insoluble materials. The filtrate was extracted with... The reactants are C(C1=CC=C(C=C1)OC)C(N1C(C(C1C(=O)OCC1=CC=C(C=C1)OC)C=C)=O)CC1=CC=C(C=C1)OC (1-(di-p-anisylmethyl)-3-ethenyl-4-p-methoxybenzyloxycarbonyl-2-azetidinone), mercuric acetate, O1CCCC1 (terahydrofuran), Cl (hydrochloric acid), [BH4-].[Na+] (sodium borohydride). Conditions: time 5 hour. Reaction SMILES: [CH2:1]([CH:10]([CH2:30][C:31]1[CH:36]=[CH:35][C:34]([O:37][CH3:38])=[CH:33][CH:32]=1)[N:11]1[CH:14]([C:15]([O:17][CH2:18][C:19]2[CH:24]=[CH:23][C:22]([O:25][CH3:26])=[CH:21][CH:20]=2)=[O:16])[CH:13]([CH:27]=[CH2:28])[C:12]1=[O:29])[C:2]1[CH:7]=[CH:6][C:5]([O:8][CH3:9])=[CH:4][CH:3]=1.[BH4-].[Na+].Cl.[O:42]1CCCC1>O.[OH-].[Na+]>[CH2:30]([CH:10]([CH2:1][C:2]1[CH:7]=[CH:6][C:5]([O:8][CH3:9])=[CH:4][CH:3]=1)[N:11]1[CH:14]([C:15]([O:17][CH2:18][C:19]2[CH:24]=[CH:23][C:22]([O:25][CH3:26])=[CH:21][CH:20]=2)=[O:16])[CH:13]([CH:27]([OH:42])[CH3:28])[C:12]1=[O:29])[C:31]1[CH:32]=[CH:33][C:34]([O:37][CH3:38])=[CH:35][CH:36]=1 |f:1.2,6.7|. Yields the product C(C1=CC=C(C=C1)OC)C(N1C(C(C1C(=O)OCC1=CC=C(C=C1)OC)C(C)O)=O)CC1=CC=C(C=C1)OC (1-(di-p-anisylmethyl)-3-(1-hydroxyethyl)-4-p-methoxybenzyloxycarbonyl-2-azetidinone). Solvent: [OH-].[Na+] (sodium hydroxide), O (water), [OH-].[Na+] (sodium hydroxide). Starting materials: CCOC(=O)C(C)Oc1ccc(NC(C)=O)cc1, CCO, Cl. Yields the product CCOC(=O)C(C)Oc1ccc(N)cc1. RXN SMILES: [C:1](=[O:2])([CH3:3])[NH:4][c:5]1[cH:6][cH:7][c:8]([O:9][CH:10]([C:11](=[O:12])[O:13][CH2:14][CH3:15])[CH3:16])[cH:17][cH:18]1.[CH3:20][CH2:21][OH:22].[ClH:19]>>[NH2:4][c:5]1[cH:6][cH:7][c:8]([O:9][CH:10]([C:11](=[O:12])[O:13][CH2:14][CH3:15])[CH3:16])[cH:17][cH:18]1.